Dataset: the Open Reaction Database (ORD), a public repository of structured organic reaction records. Task: describe an organic reaction: reactants, conditions, products, and yield Starting materials: FC1=CC=C(C=C1)OC(N(C)[C@H]1CNC[C@@H]1C1=CC(=C(C=C1)Cl)Cl)=O (rac-[(3R,4S)-4-(3,4-dichloro-phenyl)-pyrrolidin-3-yl]-methyl-carbamic acid 4-fluoro-phenyl ester), C(C)(C)(C)OC(=O)N1CCC(CC1)C(=O)O (piperidine-1,4-dicarboxylic acid mono-tert-butyl ester). The product is C(C)(C)(C)OC(=O)N1CCC(CC1)C(=O)N1C[C@@H]([C@H](C1)N(C)C(=O)OC1=CC=C(C=C1)F)C1=CC(=C(C=C1)Cl)Cl (rac-4-{(3S,4R)-3-(3,4-dichloro-phenyl)-4-[(4-fluoro-phenoxycarbonyl)-methyl-amino]-pyrrolidine-1-carbonyl}-piperidine-1-carboxylic acid tert-butyl ester). As a reaction SMILES: [F:1][C:2]1[CH:7]=[CH:6][C:5]([O:8][C:9](=[O:25])[N:10]([C@@H:12]2[C@@H:16]([C:17]3[CH:22]=[CH:21][C:20]([Cl:23])=[C:19]([Cl:24])[CH:18]=3)[CH2:15][NH:14][CH2:13]2)[CH3:11])=[CH:4][CH:3]=1.[C:26]([O:30][C:31]([N:33]1[CH2:38][CH2:37][CH:36]([C:39](O)=[O:40])[CH2:35][CH2:34]1)=[O:32])([CH3:29])([CH3:28])[CH3:27]>>[C:26]([O:30][C:31]([N:33]1[CH2:38][CH2:37][CH:36]([C:39]([N:14]2[CH2:13][C@H:12]([N:10]([C:9]([O:8][C:5]3[CH:6]=[CH:7][C:2]([F:1])=[CH:3][CH:4]=3)=[O:25])[CH3:11])[C@@H:16]([C:17]3[CH:22]=[CH:21][C:20]([Cl:23])=[C:19]([Cl:24])[CH:18]=3)[CH2:15]2)=[O:40])[CH2:35][CH2:34]1)=[O:32])([CH3:29])([CH3:28])[CH3:27]. Procedure: In analogy to the procedure described for the synthesis of example 44 (step c), the title compound rac-4-{(3S,4R)-3-(3,4-dichloro-phenyl)-4-[(4-fluoro-phenoxycarbonyl)-methyl-amino]-pyrrolidine-1-carbonyl}-piperidine-1-carboxylic acid tert-butyl ester was prepared from rac-[(3R,4S)-4-(3,4-dichloro-phenyl)-pyrrolidin-3-yl]-methyl-carbamic acid 4-fluoro-phenyl ester using piperidine-1,4-dicarboxylic acid mono-tert-butyl ester instead of 1-methylcyclopropane-1-carboxylic acid and was obtained as a ... The reactants are solution, C(CCC)[Li] (n-butyllithium), C(C)(C)NC(C)C (diisopropylamine), Cl (hydrochloric acid), C(C)(C)(C)C1=C(C(=CC(=C1)C)C(C)(C)C)O (2,6-di-tert.-butyl-4-methylphenol), CC[C@@H]1[C@H](COC1=O)CC2=CN=CN2C ((+)-isopilocarpine). Solvent: CCCCCC (hexane), O1CCCC1 (tetrahydrofuran), O1CCCC1 (tetrahydrofuran). Reaction conditions: temperature -78 celsius, time 15 minute. Product: CC[C@H]1[C@H](COC1=O)CC2=CN=CN2C ((+)-pilocarpine). RXN SMILES: C([Li])CCC.C(NC(C)C)(C)C.[CH3:13][CH2:14][C@H:15]1[C:19](=[O:20])[O:18][CH2:17][C@@H:16]1[CH2:21][C:22]1[N:26]([CH3:27])[CH:25]=[N:24][CH:23]=1.C(C1C=C(C)C=C(C(C)(C)C)C=1O)(C)(C)C.Cl>CCCCCC.O1CCCC1>[CH3:13][CH2:14][C@@H:15]1[C:19](=[O:20])[O:18][CH2:17][C@@H:16]1[CH2:21][C:22]1[N:26]([CH3:27])[CH:25]=[N:24][CH:23]=1. Procedure: 0.97 ml of a 15% solution of n-butyllithium in hexane is added at 0° C. to a solution of 0.21 ml of diisopropylamine in tetrahydrofuran. After stirring for 15 minutes and cooling to -78° C., 100 mg of (+)-isopilocarpine dissolved in 1 ml of tetrahydrofuran are added, and the mixture is stirred at -78° C. for 10 hours. After the addition of 1 g of 2,6-di-tert.-butyl-4-methylphenol, warming to room temperature and addition of 15 ml of hydrochloric acid (0.5 N), the layers are separated. The aqueou... Reactants: C(CCC)[Li] (n-butyllithium), CC=1C(C(C(C1C)C)C)=O (2,3,4,5-tetramethylcyclopentenone), C1(=CC=CC=C1)C (toluene), O1C(OCC1)C1=C(C=CC=C1)Br (2-(1,3-dioxolan-2-yl)-bromobenzene). Solvent: CCCCCC (n-hexane), C(C)OCC (diethyl ether), O (water), C(C)OCC (diethyl ether). Conditions: temperature 25 celsius, time 3 hour. Yields the product O1C(OCC1)C1=C(C=CC=C1)C1(C(=C(C(C1C)C)C)C)O (1-(1,3-dioxolan-2-yl)-2-(1-hydroxy-2,3,4,5-tetramethyl-2-cyclopentenyl)benzene). RXN SMILES: [O:1]1[CH2:5][CH2:4][O:3][CH:2]1[C:6]1[CH:11]=[CH:10][CH:9]=[CH:8][C:7]=1Br.C([Li])CCC.[CH3:18][C:19]1[C:20](=[O:27])[CH:21]([CH3:26])[CH:22]([CH3:25])[C:23]=1[CH3:24].C1(C)C=CC=CC=1>C(OCC)C.CCCCCC.O>[O:1]1[CH2:5][CH2:4][O:3][CH:2]1[C:6]1[CH:11]=[CH:10][CH:9]=[CH:8][C:7]=1[C:20]1([OH:27])[CH:21]([CH3:26])[CH:22]([CH3:25])[C:23]([CH3:24])=[C:19]1[CH3:18]. Procedure: Under a nitrogen atmosphere, a solution of 2-(1,3-dioxolan-2-yl)-bromobenzene (34.36 g, 150.0 mmol) in diethyl ether (206 g) was cooled to −70° C. and a solution of n-butyllithium in n-hexane (1.56 M, 100.96 mL) was added dropwise thereto. After keeping the temperature for 1 hr, a solution of 2,3,4,5-tetramethylcyclopentenone (21.77 g, 157.5 mmol) in diethyl ether (137 g) was added dropwise to the mixture. After raising the temperature to 25° C., the mixture was stirred for 3 hrs. After quenchin...